Dataset: the Open Reaction Database (ORD), a public repository of structured organic reaction records. Task: describe an organic reaction: reactants, conditions, products, and yield The reactants are O=C(Cl)c1ccccc1, CCCCN1CCCC1=O, Cl, [Na+], [OH-], O. Yields the product CCCCN(CCCC(=O)O)C(=O)c1ccccc1. Reaction SMILES: [C:11]([c:12]1[cH:13][cH:14][cH:15][cH:16][cH:17]1)(=[O:18])[Cl:19].[CH2:1]([CH2:2][CH2:3][CH3:4])[N:5]1[C:6](=[O:10])[CH2:7][CH2:8][CH2:9]1.[ClH:20].[Na+:22].[OH-:21].[OH2:23]>>[CH2:1]([CH2:2][CH2:3][CH3:4])[N:5]([CH2:9][CH2:8][CH2:7][C:6]([OH:10])=[O:21])[C:11]([c:12]1[cH:13][cH:14][cH:15][cH:16][cH:17]1)=[O:18].